This data is from the Open Reaction Database (ORD), a public repository of structured organic reaction records. The task is: describe an organic reaction: reactants, conditions, products, and yield Starting materials: O=C([O-])[O-], CN(C)C=O, [Cl-], Oc1cc(Cl)cc(Cl)c1, C#CCOc1cc(Cl)ncn1, [K+], [K+], [NH4+]. Product: C#CCOc1cc(Oc2cc(Cl)cc(Cl)c2)ncn1. RXN SMILES: [C:12](=[O:13])([O-:14])[O-:15].[CH3:29][N:30]([CH3:31])[CH:32]=[O:33].[Cl-:27].[Cl:18][c:19]1[cH:20][c:21]([OH:26])[cH:22][c:23]([Cl:25])[cH:24]1.[Cl:1][c:2]1[n:3][cH:4][n:5][c:6]([O:8][CH2:9][C:10]#[CH:11])[cH:7]1.[K+:16].[K+:17].[NH4+:28]>>[c:2]1([O:26][c:21]2[cH:20][c:19]([Cl:18])[cH:24][c:23]([Cl:25])[cH:22]2)[n:3][cH:4][n:5][c:6]([O:8][CH2:9][C:10]#[CH:11])[cH:7]1.